describe an organic reaction: reactants, conditions, products, and yield From a dataset of the Open Reaction Database (ORD), a public repository of structured organic reaction records. Starting materials: FC1=CC(=CC(=C1)C(F)(F)F)[C@](CC1=CC=CC=C1)([N+]#[C-])C1=CC=C(C=C1)F ((R)-1-fluoro-3-(1-(4-fluorophenyl)-1-isocyano-2-phenylethyl)-5-(trifluoromethyl)benzene), FC(CC=O)(F)F (3,3,3-trifluoropropanal), N1=CC=CC=C1 (pyridine), FC(C(=O)O)(F)F (trifluoroacetic acid), FC(CC=O)(F)F (3,3,3-trifluoropropanal). The solvent is C(Cl)Cl (CH2Cl2). Conditions: temperature 40 celsius, time 2 hour. Product: FC(C[C@@H](C(=O)N[C@](CC1=CC=CC=C1)(C1=CC=C(C=C1)F)C1=CC(=CC(=C1)C(F)(F)F)F)O)(F)F ((S)-4,4,4-trifluoro-N—((R)-1-(3-fluoro-5-(trifluoromethyl)phenyl)-1-(4-fluorophenyl)-2-phenylethyl)-2-hydroxybutanamide), FC(C[C@H](C(=O)N[C@](CC1=CC=CC=C1)(C1=CC=C(C=C1)F)C1=CC(=CC(=C1)C(F)(F)F)F)O)(F)F ((R)-4,4,4-trifluoro-N—((R)-1-(3-fluoro-5-(trifluoromethyl)phenyl)-1-(4-fluorophenyl)-2-phenylethyl)-2-hydroxybutanamide). The yield is 36.0%. RXN SMILES: [F:1][C:2]1[CH:7]=[C:6]([C:8]([F:11])([F:10])[F:9])[CH:5]=[C:4]([C@@:12]([C:22]2[CH:27]=[CH:26][C:25]([F:28])=[CH:24][CH:23]=2)([N+:20]#[C-:21])[CH2:13][C:14]2[CH:19]=[CH:18][CH:17]=[CH:16][CH:15]=2)[CH:3]=1.[F:29][C:30]([F:35])([F:34])[CH2:31][CH:32]=[O:33].N1C=CC=CC=1.FC(F)(F)C(O)=[O:45]>C(Cl)Cl>[F:29][C:30]([F:35])([F:34])[CH2:31][C@H:32]([OH:33])[C:21]([NH:20][C@@:12]([C:4]1[CH:5]=[C:6]([C:8]([F:10])([F:11])[F:9])[CH:7]=[C:2]([F:1])[CH:3]=1)([C:22]1[CH:27]=[CH:26][C:25]([F:28])=[CH:24][CH:23]=1)[CH2:13][C:14]1[CH:15]=[CH:16][CH:17]=[CH:18][CH:19]=1)=[O:45].[F:29][C:30]([F:35])([F:34])[CH2:31][C@@H:32]([OH:33])[C:21]([NH:20][C@@:12]([C:4]1[CH:5]=[C:6]([C:8]([F:10])([F:11])[F:9])[CH:7]=[C:2]([F:1])[CH:3]=1)([C:22]1[CH:27]=[CH:26][C:25]([F:28])=[CH:24][CH:23]=1)[CH2:13][C:14]1[CH:15]=[CH:16][CH:17]=[CH:18][CH:19]=1)=[O:45]. Reported procedure: To a solution of (R)-1-fluoro-3-(1-(4-fluorophenyl)-1-isocyano-2-phenylethyl)-5-(trifluoromethyl)benzene (22 mg, 0.057 mmol) in CH2Cl2 (0.10 mL) was added 3,3,3-trifluoropropanal (0.010 mL, 0.11 mmol) and pyridine (0.018 mL, 0.23 mmol) followed by trifluoroacetic acid (0.009 mL, 0.11 mmol). The reaction mixture was heated at 40° C. for 4 h. Additional 3,3,3-trifluoropropanal (0.010 mL, 0.11 mmol) was added and heating at 40° C. for was continued for 2 h. The reaction mixture was allowed to cool ... The reactants are ClCCl, CCOC(=O)C1=C(C)NC(CO)=C(C(=O)OCC)C1c1ccccc1[N+](=O)[O-], CC(=O)Cl, CCOCC, c1ccncc1. Yields the product CCOC(=O)C1=C(C)NC(COC(C)=O)=C(C(=O)OCC)C1c1ccccc1[N+](=O)[O-]. RXN SMILES: [CH2:44]([Cl:45])[Cl:46].[CH3:1][C:2]1=[C:7]([C:8](=[O:9])[O:10][CH2:11][CH3:12])[CH:6]([c:13]2[c:14]([N+:19](=[O:20])[O-:21])[cH:15][cH:16][cH:17][cH:18]2)[C:5]([C:22](=[O:23])[O:24][CH2:25][CH3:26])=[C:4]([CH2:27][OH:28])[NH:3]1.[CH3:29][C:30]([Cl:31])=[O:32].[CH3:33][CH2:34][O:35][CH2:36][CH3:37].[cH:38]1[cH:39][cH:40][n:41][cH:42][cH:43]1>>[CH3:1][C:2]1=[C:7]([C:8](=[O:9])[O:10][CH2:11][CH3:12])[CH:6]([c:13]2[c:14]([N+:19](=[O:20])[O-:21])[cH:15][cH:16][cH:17][cH:18]2)[C:5]([C:22](=[O:23])[O:24][CH2:25][CH3:26])=[C:4]([CH2:27][O:28][C:30]([CH3:29])=[O:32])[NH:3]1. The reactants are C(C1=CC=CC=C1)(C1=CC=CC=C1)N1CC(C1)OS(=O)(=O)C (1-benzhydryl-3-methanesulfonyloxyazetidine), CS(=O)(=O)O (methanesulfonic acid), II (iodine), CC(=O)C (acetone), Compound IV. Reagents/catalysts: O.[Pd] (palladium hydroxide-on-carbon), O.[Pd] (palladium hydroxide-on-carbon). Run in C(C)O (ethyl alcohol), C(Cl)(Cl)Cl.C(C)(=O)OCC (chloroform ethyl acetate). Yields the product CS(=O)(=O)O.C(C)(C)N1CC(C1)OS(=O)(=O)C (1-isopropyl-3-methanesulfonyloxyazetidine methanesulfonate). As a reaction SMILES: [CH:1]([N:14]1[CH2:17][CH:16]([O:18][S:19]([CH3:22])(=[O:21])=[O:20])[CH2:15]1)([C:8]1C=CC=CC=1)[C:2]1C=CC=CC=1.CS(O)(=O)=O.II.CC(C)=O>C(O)C.C(Cl)(Cl)Cl.C(OCC)(=O)C.O.[Pd]>[CH3:22][S:19]([OH:21])(=[O:20])=[O:18].[CH:1]([N:14]1[CH2:15][CH:16]([O:18][S:19]([CH3:22])(=[O:21])=[O:20])[CH2:17]1)([CH3:8])[CH3:2] |f:5.6,7.8,9.10|. Reported procedure: Hydrogenate a mixture of 1.0 mole 1-benzhydryl-3-methanesulfonyloxyazetidine, 1.0 mole methanesulfonic acid and 20% palladium hydroxide-on-carbon in ethyl alcohol at ca. 60 psi until the reaction is complete as shown by absence of the Compound IV using thin layer chromatography. (Silica gel GF plates are developed in chloroform:ethyl acetate (9:1) and visualized using iodine). Add additional 20% palladium hydroxide-on-carbon and acetone and continue the hydrogenation at ca. 60 psi for 5 days. Re... Reactants: FC=1C=C(C=CC1)S(=O)(=O)C1=CC2=C(C=C1)C1=C(C(NCC1)(C)CNC(C(C)C)=O)O2 (N-[7-(3-Fluoro-benzenesulfonyl)-1-methyl-1,2,3,4-tetrahydro-benzofuro[2,3-c]pyridin-1-ylmethyl]isobutyramide), CC(=O)OCC1=C2C=CC=CC2=C(C3=CC=CC=C31)COC(=O)C (acetic), CC(C(=O)OC(C(C)C)=O)C (2-methylpropanoic anhydride). Product: FC=1C=C(C=CC1)S(=O)(=O)C1=CC2=C(C=C1)C1=C(C(NCC1)(C)CNC(C)=O)O2 (N-({7-[(3-fluorophenyl)sulfonyl]-1-methyl-1,2,3,4-tetrahydro[1]benzofuro[2,3-c]pyridin-1-yl}methyl)acetamide). RXN SMILES: [F:1][C:2]1[CH:3]=[C:4]([S:8]([C:11]2[CH:16]=[CH:15][C:14]3[C:17]4[CH2:22][CH2:21][NH:20][C:19]([CH2:24][NH:25][C:26](=[O:30])[CH:27](C)C)([CH3:23])[C:18]=4[O:31][C:13]=3[CH:12]=2)(=[O:10])=[O:9])[CH:5]=[CH:6][CH:7]=1.CC(OCC1C2C(=CC=CC=2)C(COC(C)=O)=C2C=1C=CC=C2)=O.CC(C)C(OC(=O)C(C)C)=O>>[F:1][C:2]1[CH:3]=[C:4]([S:8]([C:11]2[CH:16]=[CH:15][C:14]3[C:17]4[CH2:22][CH2:21][NH:20][C:19]([CH2:24][NH:25][C:26](=[O:30])[CH3:27])([CH3:23])[C:18]=4[O:31][C:13]=3[CH:12]=2)(=[O:9])=[O:10])[CH:5]=[CH:6][CH:7]=1. Procedure: Prepared as described for N-[7-(3-Fluoro-benzenesulfonyl)-1-methyl-1,2,3,4-tetrahydro-benzofuro[2,3-c]pyridin-1-ylmethyl]isobutyramide using acetic anhhydride instead of 2-methylpropanoic anhydride. mp 140-155° C. dec.; MS m/z 417 [M+H]+. The reactants are COC(Cl)Cl, COc1cccc2cc(C)oc12, [Cl-], ClCCl, O. Yields the product COc1ccc(C=O)c2cc(C)oc12. As a reaction SMILES: [CH3:14][O:15][CH:16]([Cl:17])[Cl:18].[CH3:1][O:2][c:3]1[cH:4][cH:5][cH:6][c:7]2[c:8]1[o:9][c:10]([CH3:12])[cH:11]2.[Cl-:13].[Cl:20][CH2:21][Cl:22].[OH2:19]>>[CH3:1][O:2][c:3]1[cH:4][cH:5][c:6]([CH:14]=[O:15])[c:7]2[c:8]1[o:9][c:10]([CH3:12])[cH:11]2.